This data is from the Open Reaction Database (ORD), a public repository of structured organic reaction records. The task is: describe an organic reaction: reactants, conditions, products, and yield The reactants are CCOC(C)=O, CC(C)(C)OC(=O)C1CCN(C(=O)OCc2ccccc2)CC1. Yields the product CC(C)(C)OC(=O)C1CCNCC1. RXN SMILES: [CH3:24][CH2:25][O:26][C:27]([CH3:28])=[O:29].[N:1]1([C:14]([O:15][CH2:16][c:17]2[cH:18][cH:19][cH:20][cH:21][cH:22]2)=[O:23])[CH2:2][CH2:3][CH:4]([C:7](=[O:8])[O:9][C:10]([CH3:11])([CH3:12])[CH3:13])[CH2:5][CH2:6]1>>[NH:1]1[CH2:2][CH2:3][CH:4]([C:7](=[O:8])[O:9][C:10]([CH3:11])([CH3:12])[CH3:13])[CH2:5][CH2:6]1. Starting materials: ClC1=C(C=C(C=C1)[N+](=O)[O-])C=1C=C(C(=O)O)C=CN1 (2-(2-chloro-5-nitrophenyl)isonicotinic acid), Cl (HCl), O1CCOCC1 (Dioxane). Solvent: CO (MeOH). The product is ClC1=C(C=C(C=C1)[N+](=O)[O-])C=1C=C(C(=O)OC)C=CN1 (methyl 2-(2-chloro-5-nitrophenyl)isonicotinate). RXN SMILES: [Cl:1][C:2]1[CH:7]=[CH:6][C:5]([N+:8]([O-:10])=[O:9])=[CH:4][C:3]=1[C:11]1[CH:12]=[C:13]([CH:17]=[CH:18][N:19]=1)[C:14]([OH:16])=[O:15].Cl.O1CCOC[CH2:22]1>CO>[Cl:1][C:2]1[CH:7]=[CH:6][C:5]([N+:8]([O-:10])=[O:9])=[CH:4][C:3]=1[C:11]1[CH:12]=[C:13]([CH:17]=[CH:18][N:19]=1)[C:14]([O:16][CH3:22])=[O:15]. Procedure details: 75 mL of (4-methylpyridin-2-yl)zinc(II) bromide was reacted with 4 g of 1-chloro-2-iodo-4-nitrobenzene via Procedure B. To 300 mg of 2-(2-chloro-5-nitrophenyl)-4-methylpyridine in 1.5 mL of Sulfuric Acid was slowly added 362 mg of Chromium (III) Oxide and the reaction was stirred for several hours at room temperature until complete. Icewater was added to dilute the reaction and the aqueous layer was extracted 3 times with Ethyl Acetate. The organic layers were combined, dried over Magnesium Sulf... Reactants: O.FC1=C(C=CC=C1F)C=1C=C2C(=NNC2=CC1)C(=O)NCC1CCN(CC1)CC=1OC=C(N1)C(=O)O (2-({4-[({[5-(2,3-Difluorophenyl)-1H-indazol-3-yl]carbonyl}amino)methyl]piperidin-1-yl}methyl)-1,3-oxazole-4-carboxylic acid hydrate), BrC=1C=C2C(=NNC2=CC1)C(=O)NCC1CCN(CC1)CC1=CC=C(O1)C(=O)OCC (Ethyl 5-{[4-({[(5-bromo-1H-indazol-3-yl)carbonyl]amino}methyl) piperidin-1-yl]methyl}furan-2-carboxylate), FC1=C(C=CC=C1)B(O)O ((2-fluorophenyl)boronic acid). Reaction conditions: time 15 minute. The product is O.FC1=C(C=CC=C1)C=1C=C2C(=NNC2=CC1)C(=O)NCC1CCN(CC1)CC1=CC=C(O1)C(=O)O (5-({4-[({[5-(2-Fluorophenyl)-1H-indazol-3-yl]carbonyl}amino)methyl]piperidin-1-yl}methyl)furan-2-carboxylic acid hydrate). As a reaction SMILES: O.[F:2][C:3]1[C:8](F)=[CH:7][CH:6]=[CH:5][C:4]=1C1C=C2C(=CC=1)NN=C2C(NCC1CCN(CC2OC=C(C(O)=O)N=2)CC1)=[O:20].Br[C:39]1[CH:40]=[C:41]2[C:45](=[CH:46][CH:47]=1)[NH:44][N:43]=[C:42]2[C:48]([NH:50][CH2:51][CH:52]1[CH2:57][CH2:56][N:55]([CH2:58][C:59]2[O:63][C:62]([C:64]([O:66]CC)=[O:65])=[CH:61][CH:60]=2)[CH2:54][CH2:53]1)=[O:49].FC1C=CC=CC=1B(O)O>>[OH2:20].[F:2][C:3]1[CH:8]=[CH:7][CH:6]=[CH:5][C:4]=1[C:39]1[CH:40]=[C:41]2[C:45](=[CH:46][CH:47]=1)[NH:44][N:43]=[C:42]2[C:48]([NH:50][CH2:51][CH:52]1[CH2:53][CH2:54][N:55]([CH2:58][C:59]2[O:63][C:62]([C:64]([OH:66])=[O:65])=[CH:61][CH:60]=2)[CH2:56][CH2:57]1)=[O:49] |f:0.1,4.5|. Procedure details: 5-({4-[({[5-(2-Fluorophenyl)-1H-indazol-3-yl]carbonyl}amino)methyl]piperidin-1-yl}methyl)furan-2-carboxylic acid hydrate 20 was prepared, according to the procedure described for compound 12, from compound 15 and (2-fluorophenyl)boronic acid and using the following preparative HPLC parameters for the purification: channel A=CH3CN+0.1% formic acid; channel B=H2O+0.1% formic acid: flow=40 ml/min; gradient=10%-45% of eluent A in 15 minutes. Yield: 20 mg, 7%. Starting materials: BrC1=C(C=CC2=CC=CC=C12)C (1-Bromo-2-methylnaphthalene), C(=O)C=1C=C(C=CC1)B(O)O ((3-formylphenyl)boronic acid). Reagents/catalysts: C=1C=CC(=CC1)[P](C=2C=CC=CC2)(C=3C=CC=CC3)[Pd]([P](C=4C=CC=CC4)(C=5C=CC=CC5)C=6C=CC=CC6)([P](C=7C=CC=CC7)(C=8C=CC=CC8)C=9C=CC=CC9)[P](C=1C=CC=CC1)(C=1C=CC=CC1)C=1C=CC=CC1 (tetrakis(triphenylphosphine)palladium). Run in C([O-])([O-])=O.[Na+].[Na+] (sodium carbonate), C(C)O (ethanol), C1(=CC=CC=C1)C (toluene), O (water), C(C)(=O)OCC (ethyl acetate). Run at temperature 80 celsius, time 24 hour. The product is CC1=C(C2=CC=CC=C2C=C1)C=1C=C(C=O)C=CC1 (3-(2-methyl-1-naphthyl)benzaldehyde). Yield: 64.7%. As a reaction SMILES: Br[C:2]1[C:11]2[C:6](=[CH:7][CH:8]=[CH:9][CH:10]=2)[CH:5]=[CH:4][C:3]=1[CH3:12].[CH:13]([C:15]1[CH:16]=[C:17](B(O)O)[CH:18]=[CH:19][CH:20]=1)=[O:14]>C(=O)([O-])[O-].[Na+].[Na+].C(O)C.C1(C)C=CC=CC=1.O.C(OCC)(=O)C.C1C=CC([P]([Pd]([P](C2C=CC=CC=2)(C2C=CC=CC=2)C2C=CC=CC=2)([P](C2C=CC=CC=2)(C2C=CC=CC=2)C2C=CC=CC=2)[P](C2C=CC=CC=2)(C2C=CC=CC=2)C2C=CC=CC=2)(C2C=CC=CC=2)C2C=CC=CC=2)=CC=1>[CH3:12][C:3]1[CH:4]=[CH:5][C:6]2[C:11](=[CH:10][CH:9]=[CH:8][CH:7]=2)[C:2]=1[C:19]1[CH:20]=[C:15]([CH:16]=[CH:17][CH:18]=1)[CH:13]=[O:14] |f:2.3.4,^1:50,52,71,90|. Reported procedure: 1-Bromo-2-methylnaphthalene (3.32 g, 15.0 mmol) and (3-formylphenyl)boronic acid (2.13 g, 15.0 mmol) was dissolved in a mixture of 1 M sodium carbonate aqueous solution (30 mL), ethanol (15 mL) and toluene (30 mL) and, after argon substitution, tetrakis(triphenylphosphine)palladium (0) (0.867 g, 0.750 mmol) was added. The reaction mixture was stirred under an argon atmosphere at 80° C. for 24 hrs. The reaction mixture was cooled, diluted with water and ethyl acetate, and the insoluble material w... The reactants are 1a, dihalo, ( II ), Cl[Si](C)(C)C (chlorotrimethylsilane), ClC1=CC(=CC=C1)Br (1-chloro-3-bromobenzene). Product: ClC1=CC(=CC=C1)[Si](C)(C)C (1-Chloro-3-trimethylsilanyl-benzene). RXN SMILES: Cl[Si:2]([CH3:5])([CH3:4])[CH3:3].[Cl:6][C:7]1[CH:12]=[CH:11][CH:10]=[C:9](Br)[CH:8]=1>>[Cl:6][C:7]1[CH:12]=[CH:11][CH:10]=[C:9]([Si:2]([CH3:5])([CH3:4])[CH3:3])[CH:8]=1. Procedure: 1-Chloro-3-trimethylsilanyl-benzene is prepared in a manner analogous to the procedure described in examples 1 and 1a utilizing chlorotrimethylsilane and 1-chloro-3-bromobenzene as the dihalo compound of formula (II). Conditions: time 15 minute. RXN SMILES: Cl[S:2]([OH:5])(=[O:4])=[O:3].[CH3:6][C:7]([NH:9][CH:10]1[C:20]2[CH:21]=[C:22]([OH:25])[CH:23]=[CH:24][C:19]=2[C:18]2[C:13](=[CH:14][C:15]([O:30][CH3:31])=[C:16]([O:28][CH3:29])[C:17]=2[O:26][CH3:27])[CH2:12][CH2:11]1)=[O:8].O.C(=O)([O-])O.[Na+]>N1C=CC=CC=1>[S:2]([OH:5])([O:25][C:22]1[CH:23]=[CH:24][C:19]2[C:18]3[C:17]([O:26][CH3:27])=[C:16]([O:28][CH3:29])[C:15]([O:30][CH3:31])=[CH:14][C:13]=3[CH2:12][CH2:11][C@H:10]([NH:9][C:7](=[O:8])[CH3:6])[C:20]=2[CH:21]=1)(=[O:4])=[O:3] |f:3.4|. Yields the product S(=O)(=O)(OC=1C=CC2=C([C@H](CCC3=C2C(=C(C(=C3)OC)OC)OC)NC(C)=O)C1)O ((5S)-5-(acetylamino)-9,10,11-trimethoxy-6,7-dihydro-5H-dibenzo[a,c]cyclohepten-3-yl hydrogen sulphate). Solvent: N1=CC=CC=C1 (pyridine), N1=CC=CC=C1 (pyridine). The reactants are CC(=O)NC1CCC2=CC(=C(C(=C2C3=C1C=C(C=C3)O)OC)OC)OC (N-acetyl-colchicinol), ClS(=O)(=O)O (Chlorosulphonic acid), C(O)([O-])=O.[Na+] (sodium hydrogen carbonate), O (Water). Procedure details: Chlorosulphonic acid (1 ml) was added at 0° C. in portions to a solution of pyridine (10 ml). After 15 minutes at 0° C., a solution of N-acetyl-colchicinol (1 g, 2.8 mmol) in pyridine (10 ml) was added. The solution was stirred overnight at ambient temperature. Water (30 ml) was added and the mixture was adjusted to pH8 by addition of sodium hydrogen carbonate. The aqueous layer was extracted with ether (3×20 ml) and purified on HP20SS resin, eluted with a 0–40% gradient of methanol/water. The v... The yield is 71.0%.